This data is from the Open Reaction Database (ORD), a public repository of structured organic reaction records. The task is: describe an organic reaction: reactants, conditions, products, and yield The reactants are CC(C)Oc1ccc(S(C)(=O)=O)cc1C(=O)O, O=[N+]([O-])c1ccc2nc(N3CCNCC3)sc2c1, C1CCOC1. Product: CC(C)Oc1ccc(S(C)(=O)=O)cc1C(=O)N1CCN(c2nc3ccc([N+](=O)[O-])cc3s2)CC1. As a reaction SMILES: [CH:1]([CH3:2])([CH3:3])[O:4][c:5]1[c:6]([C:7](=[O:8])[OH:9])[cH:10][c:11]([S:14](=[O:15])(=[O:16])[CH3:17])[cH:12][cH:13]1.[N+:18](=[O:19])([O-:20])[c:21]1[cH:22][c:23]2[c:24]([n:25][c:26]([N:28]3[CH2:29][CH2:30][NH:31][CH2:32][CH2:33]3)[s:27]2)[cH:34][cH:35]1.[O:36]1[CH2:37][CH2:38][CH2:39][CH2:40]1>>[CH:1]([CH3:2])([CH3:3])[O:4][c:5]1[c:6]([C:7](=[O:9])[N:31]2[CH2:30][CH2:29][N:28]([c:26]3[n:25][c:24]4[c:23]([cH:22][c:21]([N+:18](=[O:19])[O-:20])[cH:35][cH:34]4)[s:27]3)[CH2:33][CH2:32]2)[cH:10][c:11]([S:14](=[O:15])(=[O:16])[CH3:17])[cH:12][cH:13]1. Starting materials: Cc1cc(=O)c(-c2ccc(F)cc2F)c(-c2ccc(S(C)(=O)=O)cc2)o1, C1COCCO1, O=[Se]=O. The product is CS(=O)(=O)c1ccc(-c2oc(C=O)cc(=O)c2-c2ccc(F)cc2F)cc1. Reaction SMILES: [F:1][c:2]1[c:3](-[c:9]2[c:10](-[c:17]3[cH:18][cH:19][c:20]([S:23](=[O:24])(=[O:25])[CH3:26])[cH:21][cH:22]3)[o:11][c:12]([CH3:16])[cH:13][c:14]2=[O:15])[cH:4][cH:5][c:6]([F:8])[cH:7]1.[O:30]1[CH2:31][CH2:32][O:33][CH2:34][CH2:35]1.[Se:27](=[O:28])=[O:29]>>[F:1][c:2]1[c:3](-[c:9]2[c:10](-[c:17]3[cH:18][cH:19][c:20]([S:23](=[O:24])(=[O:25])[CH3:26])[cH:21][cH:22]3)[o:11][c:12]([CH:16]=[O:28])[cH:13][c:14]2=[O:15])[cH:4][cH:5][c:6]([F:8])[cH:7]1. Starting materials: FC(C1(NC(N(C1=O)[C@H](C(=O)O)CC(C)C)=O)C(F)(F)F)(F)F ((S)-2-(4,4-bis(trifluoromethyl)-2,5-dioxoimidazolidin-1-yl)-2-(2-methylpropyl)acetic acid), CC1=C(C=CC=C1)NC(NC1=C(C=C(CCl)C=C1)OC)=O (4-(3-(2-methylphenyl)ureido)-3-methoxybenzyl chloride), N[C@@H](CC(=O)OC(C)(C)C)C (tert-butyl (R)-3-aminobutanoate). Yields the product FC(C1(N(C(N(C1=O)[C@H](C(=O)N[C@@H](CC(=O)O)C)CC(C)C)=O)CC1=CC(=C(C=C1)NC(=O)NC1=C(C=CC=C1)C)OC)C(F)(F)F)(F)F ((R)-3-((S)-2-(4,4-Bis(trifluoromethyl)-3-(4-(3-(2-methylphenyl)ureido)-3-methoxy-benzyl)-2,5-dioxoimidazolidin-1-yl)-2-(2-methylpropyl) acetylamino)-3-methylpropionic Acid). Yield: 53.0%. Reaction SMILES: [F:1][C:2]([F:23])([F:22])[C:3]1([C:18]([F:21])([F:20])[F:19])[C:7](=[O:8])[N:6]([C@@H:9]([CH2:13][CH:14]([CH3:16])[CH3:15])[C:10](O)=[O:11])[C:5](=[O:17])[NH:4]1.[CH3:24][C:25]1[CH:30]=[CH:29][CH:28]=[CH:27][C:26]=1[NH:31][C:32](=[O:44])[NH:33][C:34]1[CH:41]=[CH:40][C:37]([CH2:38]Cl)=[CH:36][C:35]=1[O:42][CH3:43].[NH2:45][C@H:46]([CH3:55])[CH2:47][C:48]([O:50]C(C)(C)C)=[O:49]>>[F:1][C:2]([F:22])([F:23])[C:3]1([C:18]([F:21])([F:20])[F:19])[C:7](=[O:8])[N:6]([C@@H:9]([CH2:13][CH:14]([CH3:15])[CH3:16])[C:10]([NH:45][C@H:46]([CH3:55])[CH2:47][C:48]([OH:50])=[O:49])=[O:11])[C:5](=[O:17])[N:4]1[CH2:38][C:37]1[CH:40]=[CH:41][C:34]([NH:33][C:32]([NH:31][C:26]2[CH:27]=[CH:28][CH:29]=[CH:30][C:25]=2[CH3:24])=[O:44])=[C:35]([O:42][CH3:43])[CH:36]=1. Reported procedure: which had been prepared from (S)-2-(4,4-bis(trifluoromethyl)-2,5-dioxoimidazolidin-1-yl)-2-(2-methylpropyl)acetic acid and 4-(3-(2-methylphenyl)ureido)-3-methoxybenzyl chloride as described in Example 18f, and 128 mg (0.809 mmol) of tert-butyl (R)-3-aminobutanoate. After coupling, chromatographic purification over silica gel (eluent: heptane/ethyl acetate=3/2) and cleavage of the tert-butyl ester, 299 mg (53%) of the title compound were obtained.